Dataset: the Open Reaction Database (ORD), a public repository of structured organic reaction records. Task: describe an organic reaction: reactants, conditions, products, and yield Reactants: C(OC)(OC)=O (dimethyl carbonate), FC(C(CO)O)C (3-fluoro-1,2-butanediol). The reagents and catalysts are [OH-].[K+] (potassium hydroxide). Reaction conditions: temperature 60 celsius, time 12 hour. Product: FC(C)C1OC(OC1)=O (4-(1-fluoroethyl) -1,3-dioxolan-2-one). Isolated yield 136.0%. RXN SMILES: [C:1](=[O:6])([O:4][CH3:5])[O:2][CH3:3].[F:7][CH:8](C)[CH:9](O)CO>[OH-].[K+]>[F:7][CH:8]([CH:3]1[CH2:5][O:4][C:1](=[O:6])[O:2]1)[CH3:9] |f:2.3|. Procedure: 2.0 g of potassium hydroxide and 50 g of dimethyl carbonate were added to 108.0 g (1.00 mol) of 3-fluoro-1,2-butanediol, and the resulting mixture was stirred at 60° C. for 12 hours. After filtering off potassium hydroxide, the mixture was distilled to obtain 101.2 g of 4-(1-fluoroethyl) -1,3-dioxolan-2-one (yield 75.5%). An elemental analysis was performed and the following values were observed: The reactants are CC#N, ClCc1ccc2ccccc2n1, [K+], [K+], O=C([O-])[O-], O, CCOC(=O)Cc1ccc(O)cc1. The product is CCOC(=O)Cc1ccc(OCc2ccc3ccccc3n2)cc1. RXN SMILES: [CH3:32][C:33]#[N:34].[Cl:20][CH2:21][c:22]1[n:23][c:24]2[cH:25][cH:26][cH:27][cH:28][c:29]2[cH:30][cH:31]1.[K+:14].[K+:15].[O-:16][C:17]([O-:18])=[O:19].[OH2:35].[OH:1][c:2]1[cH:3][cH:4][c:5]([CH2:8][C:9](=[O:10])[O:11][CH2:12][CH3:13])[cH:6][cH:7]1>>[O:1]([c:2]1[cH:3][cH:4][c:5]([CH2:8][C:9](=[O:10])[O:11][CH2:12][CH3:13])[cH:6][cH:7]1)[CH2:21][c:22]1[n:23][c:24]2[cH:25][cH:26][cH:27][cH:28][c:29]2[cH:30][cH:31]1. Starting materials: C1COCCN1, Cc1ncc(S(=O)(=O)Cl)n1C, ClCCl, CNCCN1CCN(c2nccnc2-c2ccc(F)cc2)CC1. Product: Cl, Cc1ncc(S(=O)(=O)N(C)CCN2CCN(c3nccnc3-c3ccc(F)cc3)CC2)n1C. As a reaction SMILES: [CH2:24]1[NH:25][CH2:26][CH2:27][O:28][CH2:29]1.[CH3:30][n:31]1[c:32]([CH3:40])[n:33][cH:34][c:35]1[S:36](=[O:37])(=[O:38])[Cl:39].[Cl:41][CH2:42][Cl:43].[F:1][c:2]1[cH:3][cH:4][c:5](-[c:8]2[c:9]([N:14]3[CH2:15][CH2:16][N:17]([CH2:20][CH2:21][NH:22][CH3:23])[CH2:18][CH2:19]3)[n:10][cH:11][cH:12][n:13]2)[cH:6][cH:7]1>>[ClH:39].[F:1][c:2]1[cH:3][cH:4][c:5](-[c:8]2[c:9]([N:14]3[CH2:15][CH2:16][N:17]([CH2:20][CH2:21][N:22]([CH3:23])[S:36]([c:35]4[n:31]([CH3:30])[c:32]([CH3:40])[n:33][cH:34]4)(=[O:37])=[O:38])[CH2:18][CH2:19]3)[n:10][cH:11][cH:12][n:13]2)[cH:6][cH:7]1. Starting materials: [OH-].[K+] (potassium hydroxide), Cl (hydrochloric acid), ClC1=C(C=CC(=C1)C#N)O (2-chloro-4-cyanophenol), C(Cl)C1CO1 (epichlorohydrin). Run in C(C)O (ethanol), O (water), C(C)O (ethanol). The product is ClCCCC1=C2C(=C(C#N)C=C1)O2 (3-chloro-4-(2,3-epoxy)propylbenzonitrile). Yield: 42.8%. Reaction SMILES: Cl[C:2]1[CH:7]=[C:6]([C:8]#[N:9])[CH:5]=[CH:4][C:3]=1O.[CH2:11]([CH:13]1O[CH2:14]1)[Cl:12].[OH-:16].[K+].Cl>C(O)C.O>[Cl:12][CH2:11][CH2:13][CH2:14][C:3]1[CH:4]=[CH:5][C:6]([C:8]#[N:9])=[C:7]2[O:16][C:2]=12 |f:2.3|. Reported procedure: While a solution of 2-chloro-4-cyanophenol (50 g) and epichlorohydrin (60.3 g) in ethanol (55 ml) was refluxed, a solution of potassium hydroxide (21.9 g) in ethanol (90 ml) was added dropwise over a period of 40 minutes and the reaction mixture was further refluxed for 100 minutes. After the mixture was cooled, water (50 ml) was added thereto and it was neutralized with 1N hydrochloric acid. After the solvent was distilled off, the residue was extracted with diethyl ether. The extract was dried...